From a dataset of the Open Reaction Database (ORD), a public repository of structured organic reaction records. describe an organic reaction: reactants, conditions, products, and yield Reactants: ClC1=C(C(=O)C2(CCCC2)C(=O)OCC)C=CC=C1 (ethyl 1-(2-chlorobenzoyl)cyclopentanecarboxylate), RuBr2. The solvent is CO.O (methanol water). Reaction conditions: temperature 70 celsius, time 7 hour. Yields the product OC(C1(CCCC1)C(=O)OCC)C1=C(C=CC=C1)Cl (ethyl 1-(1-hydroxy(2-chlorophenyl)methyl)cyclopentanecarboxylate). Yield: 80.3%. RXN SMILES: [Cl:1][C:2]1[CH:19]=[CH:18][CH:17]=[CH:16][C:3]=1[C:4]([C:6]1([C:11]([O:13][CH2:14][CH3:15])=[O:12])[CH2:10][CH2:9][CH2:8][CH2:7]1)=[O:5]>CO.O>[OH:5][CH:4]([C:3]1[CH:16]=[CH:17][CH:18]=[CH:19][C:2]=1[Cl:1])[C:6]1([C:11]([O:13][CH2:14][CH3:15])=[O:12])[CH2:10][CH2:9][CH2:8][CH2:7]1 |f:1.2|. Reported procedure: tBuBisP*RuBr2 (28 mg) was placed in a reactor and deaerated and substituted with argon. A mixture of deaerated methanol/water (10/1) (33 ml) and ethyl 1-(2-chlorobenzoyl)cyclopentanecarboxylate (3.2 g, 11.4 mmol) was added. Under a hydrogen pressure (6 atm), the mixture was stirred at 70° C. for 7 h and concentrated to dryness. This was dissolved in ethyl acetate, dried over anhydrous sodium sulfate and purified by silica gel column chromatography to give the title compound (2.59 g, yield; 80.9%... The reactants are C1(CC1)NC(=O)C=1N=NN(C1CCC)C1=CC=C(C=C1)NC(CNC(OC(C)(C)C)=O)=O (tert-butyl {2-[(4-{4-[(cyclopropylamino)carbonyl]-5-propyl-1H-1,2,3-triazol-1-yl}phenyl)amino]-2-oxoethyl}carbamate), Cl (hydrochloric acid). The solvent is C(C)O (ethanol), C(C)(C)O (isopropyl alcohol). Reaction conditions: time 2 hour. Yields the product C1(CC1)NC(=O)C=1N=NN(C1CCC)C1=CC=C(C=C1)NC(CN)=O (N-cyclopropyl-1-[4-(glycylamino)phenyl]-5-propyl-1H-1,2,3-triazole-4-carboxamide). Isolated yield 108.8%. Reaction SMILES: [CH:1]1([NH:4][C:5]([C:7]2[N:8]=[N:9][N:10]([C:15]3[CH:20]=[CH:19][C:18]([NH:21][C:22](=[O:32])[CH2:23][NH:24]C(=O)OC(C)(C)C)=[CH:17][CH:16]=3)[C:11]=2[CH2:12][CH2:13][CH3:14])=[O:6])[CH2:3][CH2:2]1.Cl>C(O)C.C(O)(C)C>[CH:1]1([NH:4][C:5]([C:7]2[N:8]=[N:9][N:10]([C:15]3[CH:16]=[CH:17][C:18]([NH:21][C:22](=[O:32])[CH2:23][NH2:24])=[CH:19][CH:20]=3)[C:11]=2[CH2:12][CH2:13][CH3:14])=[O:6])[CH2:2][CH2:3]1. Procedure details: To a suspension of tert-butyl {2-[(4-{4-[(cyclopropylamino)carbonyl]-5-propyl-1H-1,2,3-triazol-1-yl}phenyl)amino]-2-oxoethyl}carbamate (0.76 g) obtained in Example 22 in ethanol (5 ml) was added 6N hydrochloric acid in isopropyl alcohol solution (6 ml) at room temperature, and the mixture was stirred for 2 hr. The solvent was evaporated under reduced pressure to give the title compound as a white powder (0.64 g, 100%). RXN SMILES: [F:1][C:2]1[C:3]([C:12](=[O:20])[C:13]2[CH:18]=[CH:17][CH:16]=[CH:15][C:14]=2[CH3:19])=[C:4]([NH:8]C(=O)C)[CH:5]=[CH:6][CH:7]=1.Cl.O.C(=O)([O-])[O-].[Na+].[Na+]>C(O)C>[NH2:8][C:4]1[CH:5]=[CH:6][CH:7]=[C:2]([F:1])[C:3]=1[C:12]([C:13]1[CH:18]=[CH:17][CH:16]=[CH:15][C:14]=1[CH3:19])=[O:20] |f:3.4.5|. Procedure: 142 mg (0.52 mmol) N-[3-fluoro-2-(2-methyl-benzoyl)-phenyl]-acetamide are dissolved in 2 ml of ethanol, combined with 2 ml of conc. hydrochloric acid and stirred for 4 h at 70° C. Then the reaction mixture is stirred into 30 ml dist. water, adjusted to pH 7 with sodium carbonate and extracted three times with 10 ml of ethyl acetate. Then the organic phase is dried with MgSO4 and the solvent is eliminated in vacuo. Run at temperature 70 celsius, time 4 hour. Run in C(C)O (ethanol). Product: NC1=C(C(=CC=C1)F)C(=O)C1=C(C=CC=C1)C ((2-amino-6-fluoro-phenyl)-o-tolyl-methanone). Starting materials: C([O-])([O-])=O.[Na+].[Na+] (sodium carbonate), FC=1C(=C(C=CC1)NC(C)=O)C(C1=C(C=CC=C1)C)=O (N-[3-fluoro-2-(2-methyl-benzoyl)-phenyl]-acetamide), O (water), Cl (hydrochloric acid). Reaction SMILES: [C:37](=[O:38])([OH:39])[O-:40].[CH3:1][O:2][c:3]1[cH:4][cH:5][c:6]([CH2:9][n:10]2[cH:11][cH:12][c:13]3[c:14](=[O:24])[nH:15][cH:16][c:17]([C:19](=[O:20])[O:21][CH2:22][CH3:23])[c:18]23)[cH:7][cH:8]1.[CH3:42][CH2:43][O:44][C:45](=[O:46])[CH3:47].[Na+:41].[OH2:36].[P:25]([Cl:26])([O:27][c:28]1[cH:29][cH:30][cH:31][cH:32][cH:33]1)([Cl:34])=[O:35]>>[CH3:1][O:2][c:3]1[cH:4][cH:5][c:6]([CH2:9][n:10]2[cH:11][cH:12][c:13]3[c:14]([Cl:34])[n:15][cH:16][c:17]([C:19](=[O:20])[O:21][CH2:22][CH3:23])[c:18]23)[cH:7][cH:8]1. Reactants: O=C([O-])O, CCOC(=O)c1c[nH]c(=O)c2ccn(Cc3ccc(OC)cc3)c12, CCOC(C)=O, [Na+], O, O=P(Cl)(Cl)Oc1ccccc1. The product is CCOC(=O)c1cnc(Cl)c2ccn(Cc3ccc(OC)cc3)c12. Starting materials: O=C(OO)c1cccc(Cl)c1, [Na+], [Na+], C1CCOC1, O=S([O-])([O-])=S, Oc1ccc2c(c1)CCCC(c1ccccc1)=C2c1ccc(OCCCCCSCCCC(F)(F)F)cc1. The product is O=S(CCCCCOc1ccc(C2=C(c3ccccc3)CCCc3cc(O)ccc32)cc1)CCCC(F)(F)F. Reaction SMILES: [Cl:39][c:40]1[cH:41][cH:42][cH:43][c:44]([C:45]([O:46][OH:48])=[O:47])[cH:49]1.[Na+:55].[Na+:56].[O:57]1[CH2:58][CH2:59][CH2:60][CH2:61]1.[S:50]([O-:51])([O-:52])(=[O:53])=[S:54].[c:1]1([C:7]2=[C:8]([c:19]3[cH:20][cH:21][c:22]([O:25][CH2:26][CH2:27][CH2:28][CH2:29][CH2:30][S:31][CH2:32][CH2:33][CH2:34][C:35]([F:36])([F:37])[F:38])[cH:23][cH:24]3)[c:9]3[c:10]([cH:14][c:15]([OH:18])[cH:16][cH:17]3)[CH2:11][CH2:12][CH2:13]2)[cH:2][cH:3][cH:4][cH:5][cH:6]1>>[c:1]1([C:7]2=[C:8]([c:19]3[cH:20][cH:21][c:22]([O:25][CH2:26][CH2:27][CH2:28][CH2:29][CH2:30][S:31]([CH2:32][CH2:33][CH2:34][C:35]([F:36])([F:37])[F:38])=[O:47])[cH:23][cH:24]3)[c:9]3[c:10]([cH:14][c:15]([OH:18])[cH:16][cH:17]3)[CH2:11][CH2:12][CH2:13]2)[cH:2][cH:3][cH:4][cH:5][cH:6]1. Starting materials: P(=O)(Br)(Br)Br (phosphorous oxybromide), NC1=NC=2CCCCC2C(=N1)O (2-amino-5,6,7,8-tetrahydroquinazoline-4-ol), ice water. Solvent: C1(=CC=CC=C1)C (toluene). Conditions: temperature 95 celsius. Product: BrC1=NC(=NC=2CCCCC12)N (4-Bromo-5,6,7,8-tetrahydroquinazoline-2-ylamine). Yield: 74.5%. Reaction SMILES: [NH2:1][C:2]1[N:11]=[C:10](O)[C:9]2[CH2:8][CH2:7][CH2:6][CH2:5][C:4]=2[N:3]=1.P(Br)(Br)([Br:15])=O>C1(C)C=CC=CC=1>[Br:15][C:10]1[C:9]2[CH2:8][CH2:7][CH2:6][CH2:5][C:4]=2[N:3]=[C:2]([NH2:1])[N:11]=1. Reported procedure: To a suspension of 2-amino-5,6,7,8-tetrahydroquinazoline-4-ol (1.65 g, 10 mmol) in toluene (16.5 ml) was added phosphorous oxybromide (3 g) and the mixture was kept to warm in a bath (bath temperature 90-100° C.) for 2 hours. After confirming disappearance of the starting materials, the reaction mixture was poured into ice-water, and was extracted with chloroform and a saturated aqueous NaHCO3 solution. The organic layer was washed with saturated brine, dried over sodium sulfate, filtered and co...